Dataset: the Open Reaction Database (ORD), a public repository of structured organic reaction records. Task: describe an organic reaction: reactants, conditions, products, and yield Starting materials: CCCC(=O)Nc1n[nH]c2cc(-c3ccc(OCc4ccccc4)cc3)c(Br)cc12, C[Si](C)(C)I, CO. Product: CCCC(=O)Nc1n[nH]c2cc(-c3ccc(O)cc3)c(Br)cc12. As a reaction SMILES: [Br:6][c:7]1[cH:8][c:9]2[c:10]([NH:30][C:31]([CH2:32][CH2:33][CH3:34])=[O:35])[n:11][nH:12][c:13]2[cH:14][c:15]1-[c:16]1[cH:17][cH:18][c:19]([O:22][CH2:23][c:24]2[cH:25][cH:26][cH:27][cH:28][cH:29]2)[cH:20][cH:21]1.[CH3:1][Si:2]([I:3])([CH3:4])[CH3:5].[CH3:36][OH:37]>>[Br:6][c:7]1[cH:8][c:9]2[c:10]([NH:30][C:31]([CH2:32][CH2:33][CH3:34])=[O:35])[n:11][nH:12][c:13]2[cH:14][c:15]1-[c:16]1[cH:17][cH:18][c:19]([OH:22])[cH:20][cH:21]1. The reactants are O=C(CBr)c1ccccc1, C1CCOC1, CCCC1CCC(C(=O)CC(=O)OCC)CC1, [H-], [Na+]. Yields the product CCCC1CCC(C(=O)C(CC(=O)c2ccccc2)C(=O)OCC)CC1. As a reaction SMILES: [Br:20][CH2:21][C:22](=[O:23])[c:24]1[cH:25][cH:26][cH:27][cH:28][cH:29]1.[CH2:30]1[O:31][CH2:32][CH2:33][CH2:34]1.[CH2:3]([CH3:4])[O:5][C:6]([CH2:7][C:8]([CH:9]1[CH2:10][CH2:11][CH:12]([CH2:15][CH2:16][CH3:17])[CH2:13][CH2:14]1)=[O:18])=[O:19].[H-:2].[Na+:1]>>[CH2:3]([CH3:4])[O:5][C:6]([CH:7]([C:8]([CH:9]1[CH2:10][CH2:11][CH:12]([CH2:15][CH2:16][CH3:17])[CH2:13][CH2:14]1)=[O:18])[CH2:21][C:22](=[O:23])[c:24]1[cH:25][cH:26][cH:27][cH:28][cH:29]1)=[O:19]. The reactants are C(C)(C)C1=CC=C(C=C1)C1=NC(NC2=CC=C(C=C12)OCC#C)=S (4-(4-isopropyl-phenyl)-6-prop-2-ynyloxy-1H-quinazoline-2-thione), C(C1=CC=CC=C1)Br (benzyl bromide), CCN(C(C)C)C(C)C (DIEA). The solvent is C1CCOC1 (THF). Conditions: time 18 hour. The product is C(C1=CC=CC=C1)SC1=NC2=CC=C(C=C2C(=N1)C1=CC=C(C=C1)C(C)C)OCC#C (2-benzylsulphanyl-4-(4-isopropyl-phenyl)-6-prop-2-ynyloxy-quinazoline). RXN SMILES: [CH:1]([C:4]1[CH:9]=[CH:8][C:7]([C:10]2[C:19]3[C:14](=[CH:15][CH:16]=[C:17]([O:20][CH2:21][C:22]#[CH:23])[CH:18]=3)[NH:13][C:12](=[S:24])[N:11]=2)=[CH:6][CH:5]=1)([CH3:3])[CH3:2].[CH2:25](Br)[C:26]1[CH:31]=[CH:30][CH:29]=[CH:28][CH:27]=1.CCN(C(C)C)C(C)C>C1COCC1>[CH2:25]([S:24][C:12]1[N:11]=[C:10]([C:7]2[CH:6]=[CH:5][C:4]([CH:1]([CH3:3])[CH3:2])=[CH:9][CH:8]=2)[C:19]2[C:14](=[CH:15][CH:16]=[C:17]([O:20][CH2:21][C:22]#[CH:23])[CH:18]=2)[N:13]=1)[C:26]1[CH:31]=[CH:30][CH:29]=[CH:28][CH:27]=1. Procedure: To a solution of 100 mg (299 μmol) 4-(4-isopropyl-phenyl)-6-prop-2-ynyloxy-1H-quinazoline-2-thione in 2 ml THF are added 35.5 μl (299 μmol) benzyl bromide and 76 μl (448 μmol) DIEA. After stirring for 18 h at r.t. the reaction mixture is extracted with dichloromethane and water. After evaporation of the organic layers the crude product is purified by flash chromatography using hexanes/ethyl acetate 20:1 as eluent. The reactants are C(C=CC)N1C(=C(C=2C1=C(N=NC2)Cl)C)C (1-(2-butenyl)-7-chloro-2,3-dimethylpyrrolo[2,3-d]pyridazine), FC(OC1=CC=C(CO)C=C1)F (4-difluoromethoxybenzyl alcohol). Yields the product C(C=CC)N1C(=C(C=2C1=C(N=NC2)OCC2=CC=C(C=C2)OC(F)F)C)C (1-(2-Butenyl)-7-(4-difluoromethoxybenzyloxy)-2,3-dimethylpyrrolo[2,3-d]pyridazine). The yield is 37.8%. Reaction SMILES: [CH2:1]([N:5]1[C:9]2=[C:10](Cl)[N:11]=[N:12][CH:13]=[C:8]2[C:7]([CH3:15])=[C:6]1[CH3:16])[CH:2]=[CH:3][CH3:4].[F:17][CH:18]([F:28])[O:19][C:20]1[CH:27]=[CH:26][C:23]([CH2:24][OH:25])=[CH:22][CH:21]=1>>[CH2:1]([N:5]1[C:9]2=[C:10]([O:25][CH2:24][C:23]3[CH:22]=[CH:21][C:20]([O:19][CH:18]([F:17])[F:28])=[CH:27][CH:26]=3)[N:11]=[N:12][CH:13]=[C:8]2[C:7]([CH3:15])=[C:6]1[CH3:16])[CH:2]=[CH:3][CH3:4]. Reported procedure: The title compound (cis/trans=21/79) was prepared as a white powder in 37.8% yield in a similar procedure to that described in Example 1 by using 1-(2-butenyl)-7-chloro-2,3-dimethylpyrrolo[2,3-d]pyridazine (cis/trans=20/80) and 4-difluoromethoxybenzyl alcohol. Reported procedure: A mixture of methyl 4′-fluorobenzoylacetate (10.02 g) and N,N-dimethylformamide dimethylacetal (8.63 g) was refluxed for 1.5 hr. The reaction mixture was concentrated, and the residue was dissolved in ethanol (150 ml). To the obtained solution was added hydroxylamine hydrochloride (6.75 g) and the mixture was refluxed for 5 hr. The reaction mixture was concentrated, dilute hydrochloric acid was added to the residue, and the mixture was extracted with ethyl acetate. The ethyl acetate layer was wa... The reactants are COC(=O)CC(=O)C1=CC=C(C=C1)F (methyl 4′-fluorobenzoylacetate), COC(N(C)C)OC (N,N-dimethylformamide dimethylacetal). The product is FC1=CC=C(C=C1)C1=C(C=NO1)C(=O)OC (methyl 5-(4-fluorophenyl)isoxazole-4-carboxylate). RXN SMILES: [CH3:1][O:2][C:3]([CH2:5][C:6]([C:8]1[CH:13]=[CH:12][C:11]([F:14])=[CH:10][CH:9]=1)=[O:7])=[O:4].CO[CH:17](OC)[N:18](C)C>>[F:14][C:11]1[CH:10]=[CH:9][C:8]([C:6]2[O:7][N:18]=[CH:17][C:5]=2[C:3]([O:2][CH3:1])=[O:4])=[CH:13][CH:12]=1. Isolated yield 86.3%. Reactants: C=1C=CC(=CC1)P(C=2C=CC=CC2)C3=CC=C4C=CC=CC4=C3C5=C6C=CC=CC6=CC=C5P(C=7C=CC=CC7)C=8C=CC=CC8 (BINAP), NC1=CC=CC=C1 (Aniline), ClC=1C(=NC=CN1)Cl (dichloropyrazine), CC(C)([O-])C.[Na+] (sodium t-butoxide). The reagents and catalysts are C=1C=CC(=CC1)/C=C/C(=O)/C=C/C2=CC=CC=C2.C=1C=CC(=CC1)/C=C/C(=O)/C=C/C2=CC=CC=C2.C=1C=CC(=CC1)/C=C/C(=O)/C=C/C2=CC=CC=C2.[Pd].[Pd] (Pd2(dba)3). Run in C1(=CC=CC=C1)C (toluene). Reaction conditions: temperature 90 celsius. The product is ClC=1C(=NC=CN1)NC1=CC=CC=C1 (3-chloro-N-phenylpyrazin-2-amine). Isolated yield 18.1%. Reaction SMILES: [NH2:1][C:2]1[CH:7]=[CH:6][CH:5]=[CH:4][CH:3]=1.Cl[C:9]1[C:10]([Cl:15])=[N:11][CH:12]=[CH:13][N:14]=1.CC(C)([O-])C.[Na+].C1C=CC(P(C2C(C3C(P(C4C=CC=CC=4)C4C=CC=CC=4)=CC=C4C=3C=CC=C4)=C3C(C=CC=C3)=CC=2)C2C=CC=CC=2)=CC=1>C1(C)C=CC=CC=1.C1C=CC(/C=C/C(/C=C/C2C=CC=CC=2)=O)=CC=1.C1C=CC(/C=C/C(/C=C/C2C=CC=CC=2)=O)=CC=1.C1C=CC(/C=C/C(/C=C/C2C=CC=CC=2)=O)=CC=1.[Pd].[Pd]>[Cl:15][C:10]1[C:9]([NH:1][C:2]2[CH:7]=[CH:6][CH:5]=[CH:4][CH:3]=2)=[N:14][CH:13]=[CH:12][N:11]=1 |f:2.3,6.7.8.9.10|. Procedure details: Aniline (11.25 g, 121 mmol), dichloropyrazine (20 g, 134 mmol), sodium t-butoxide (15.48 g, 161 mmol) were stirred in toluene (300 mL) under nitrogen purging for 15 minutes. Pd2(dba)3 (1.23 g, 1.34 mmol) and BINAP (3.34 g, 5.47 mmol) were added. The reaction was heated to 90° C. for 5 h. After it cooled to room temperature, the reaction was filtered through Celite®. After solvent evaporation, the residue was purified with column chromatography using 30% ethyl acetate in hexanes as solvent to giv... Reactants: Nc1cccc(Br)c1, CCOC(=O)c1ccc(N)cc1, [K+], [K+], O=C([O-])[O-], O=C(C=Cc1ccccc1)C=Cc1ccccc1, O=C(C=Cc1ccccc1)C=Cc1ccccc1, O=C(C=Cc1ccccc1)C=Cc1ccccc1, [Pd], [Pd]. Product: CCOC(=O)c1ccc(Nc2cccc(N)c2)cc1. Reaction SMILES: [Br:19][c:20]1[cH:21][c:22]([NH2:23])[cH:24][cH:25][cH:26]1.[CH3:1][CH2:2][O:3][C:4](=[O:5])[c:6]1[cH:7][cH:8][c:9]([NH2:10])[cH:11][cH:12]1.[K+:13].[K+:14].[O-:15][C:16]([O-:17])=[O:18].[O:29]=[C:30]([CH:31]=[CH:32][c:33]1[cH:34][cH:35][cH:36][cH:37][cH:38]1)[CH:39]=[CH:40][c:41]1[cH:42][cH:43][cH:44][cH:45][cH:46]1.[O:47]=[C:48]([CH:49]=[CH:50][c:51]1[cH:52][cH:53][cH:54][cH:55][cH:56]1)[CH:57]=[CH:58][c:59]1[cH:60][cH:61][cH:62][cH:63][cH:64]1.[O:65]=[C:66]([CH:67]=[CH:68][c:69]1[cH:70][cH:71][cH:72][cH:73][cH:74]1)[CH:75]=[CH:76][c:77]1[cH:78][cH:79][cH:80][cH:81][cH:82]1.[Pd:27].[Pd:28]>>[CH3:1][CH2:2][O:3][C:4](=[O:5])[c:6]1[cH:7][cH:8][c:9]([NH:10][c:20]2[cH:21][c:22]([NH2:23])[cH:24][cH:25][cH:26]2)[cH:11][cH:12]1. Starting materials: NC1=CC=CC=C1C2=CC=CC=C2, CC1=CC=C(S(=O)(Cl)=O)C=C1. Reagents/catalysts: O=C([O-])O.[Na+] (NaHCO3). Run in O (water), OCCOCCOCCOCCOCCO (PEG400), CC(C)=O (acetone). Reaction conditions: temperature 25 celsius, pressure 100 psi, time 20 minute. Yields the product Cc1ccc(S(=O)(=O)Nc2ccccc2-c2ccccc2)cc1. Yield: 98.0%.